From a dataset of the Open Reaction Database (ORD), a public repository of structured organic reaction records. describe an organic reaction: reactants, conditions, products, and yield Reactants: OCC#C (3-hydroxy-1-propyne), liquid, O1CCCC=C1 (dihydropyran), C1(=CC=C(C=C1)S(=O)(=O)O)C (para-toluenesulfonic acid). Solvent: C(Cl)Cl (methylene chloride), C(Cl)Cl (methylene chloride). Conditions: temperature 0 celsius, time 1 hour. The product is O1C(CCCC1)OCC#C (3-tetrahydropyranyloxy-1-propyne). RXN SMILES: [OH:1][CH2:2][C:3]#[CH:4].[O:5]1[CH:10]=[CH:9][CH2:8][CH2:7][CH2:6]1.C1(C)C=CC(S(O)(=O)=O)=CC=1>C(Cl)Cl>[O:5]1[CH2:6][CH2:7][CH2:8][CH2:9][CH:10]1[O:1][CH2:2][C:3]#[CH:4]. Procedure details: To a stirred solution of 112 g. (2.0 mol.) of 3-hydroxy-1-propyne and 260 g. (3.0 mol.), of dihydropyran in 1.20 l. of methylene chloride cooled to 0° C. in an ice bath, is added a solution of 20 mg. of para-toluenesulfonic acid in 100 ml. of methylene chloride, dropwise. The reaction mixture is stirred at 0° C. for one-half hour, and at ambient temperature for one hour. It is then poured into 200 ml. of a 5% solution of sodium bicarbonate, the organic phase is separated, the aqueous phase extra... Reactants: COC(=O)CCCCCBr, COC(=O)C(C)c1ccc2cc(O)ccc2c1, CC(C)=O, [I-], [K+], [K+], [Na+], O=C([O-])[O-]. Yields the product COC(=O)CCCCCOc1ccc2cc(C(C)C(=O)OC)ccc2c1. RXN SMILES: [Br:26][CH2:27][CH2:28][CH2:29][CH2:30][CH2:31][C:32](=[O:33])[O:34][CH3:35].[CH3:1][O:2][C:3]([CH:4]([CH3:5])[c:6]1[cH:7][c:8]2[cH:9][cH:10][c:11]([OH:16])[cH:12][c:13]2[cH:14][cH:15]1)=[O:17].[CH3:36][C:37](=[O:38])[CH3:39].[I-:25].[K+:18].[K+:19].[Na+:24].[O-:20][C:21]([O-:22])=[O:23]>>[CH3:1][O:2][C:3]([CH:4]([CH3:5])[c:6]1[cH:7][c:8]2[cH:9][cH:10][c:11]([O:16][CH2:27][CH2:28][CH2:29][CH2:30][CH2:31][C:32](=[O:33])[O:34][CH3:35])[cH:12][c:13]2[cH:14][cH:15]1)=[O:17]. The product is Cn1ncc2c1-c1cc(Cl)ccc1N(C(=O)C1CC1)C2. As a reaction SMILES: [CH3:31][N:32]([CH3:33])[c:34]1[cH:35][cH:36][n:37][cH:38][cH:39]1.[CH3:7][N:8]([c:9]1[cH:10][cH:11][cH:12][cH:13][cH:14]1)[CH3:15].[CH:1]1([C:4](=[O:5])[Cl:6])[CH2:2][CH2:3]1.[CH:40]([Cl:41])([Cl:42])[Cl:43].[Cl:16][c:17]1[cH:18][c:19]2[c:24]([cH:25][cH:26]1)[NH:23][CH2:22][c:21]1[c:20]-2[n:29]([CH3:30])[n:28][cH:27]1>>[CH:1]1([C:4](=[O:5])[N:23]2[CH2:22][c:21]3[c:20]([n:29]([CH3:30])[n:28][cH:27]3)-[c:19]3[cH:18][c:17]([Cl:16])[cH:26][cH:25][c:24]32)[CH2:2][CH2:3]1. Reactants: CN(C)c1ccncc1, CN(C)c1ccccc1, O=C(Cl)C1CC1, ClC(Cl)Cl, Cn1ncc2c1-c1cc(Cl)ccc1NC2.